This data is from the Open Reaction Database (ORD), a public repository of structured organic reaction records. The task is: describe an organic reaction: reactants, conditions, products, and yield Starting materials: CCOC(C)=O, O=C(Cl)C(=O)Cl, ClCCl, CC1=C(C(=O)O)C(c2ccc(F)cc2F)CC(=O)N1, Nc1cc2cn[nH]c2cc1F, CN(C)C=O, c1ccncc1. Product: CC1=C(C(=O)Nc2cc3cn[nH]c3cc2F)C(c2ccc(F)cc2F)CC(=O)N1. As a reaction SMILES: [CH3:51][CH2:52][O:53][C:54]([CH3:55])=[O:56].[Cl:25][C:26]([C:27]([Cl:28])=[O:29])=[O:30].[Cl:42][CH2:43][Cl:44].[F:1][c:2]1[c:3]([CH:9]2[C:10]([C:17](=[O:18])[OH:19])=[C:11]([CH3:16])[NH:12][C:13](=[O:15])[CH2:14]2)[cH:4][cH:5][c:6]([F:8])[cH:7]1.[F:31][c:32]1[c:33]([NH2:41])[cH:34][c:35]2[cH:36][n:37][nH:38][c:39]2[cH:40]1.[O:20]=[CH:21][N:22]([CH3:23])[CH3:24].[cH:45]1[cH:46][cH:47][n:48][cH:49][cH:50]1>>[F:1][c:2]1[c:3]([CH:9]2[C:10]([C:17](=[O:19])[NH:41][c:33]3[c:32]([F:31])[cH:40][c:39]4[c:35]([cH:34]3)[cH:36][n:37][nH:38]4)=[C:11]([CH3:16])[NH:12][C:13](=[O:15])[CH2:14]2)[cH:4][cH:5][c:6]([F:8])[cH:7]1. The reactants are C1(=CC=CC=C1)C1=C(OC=2C(C=CC2)=C1)CC(=O)O (3-phenyl-7-benzofuranacetic acid), S(O)(O)(=O)=O (sulfuric acid), C(C)O (ethanol). Yields the product C1(=CC=CC=C1)C1=C(OC=2C(C=CC2)=C1)CC(=O)OCC (ethyl 3-phenyl-7-benzofuranacetate). RXN SMILES: [C:1]1([C:7]2[CH:15]=[C:11]3[CH:12]=[CH:13][CH:14]=[C:10]3[O:9][C:8]=2[CH2:16][C:17]([OH:19])=[O:18])[CH:6]=[CH:5][CH:4]=[CH:3][CH:2]=1.S(=O)(=O)(O)O.[CH2:25](O)[CH3:26]>>[C:1]1([C:7]2[CH:15]=[C:11]3[CH:12]=[CH:13][CH:14]=[C:10]3[O:9][C:8]=2[CH2:16][C:17]([O:19][CH2:25][CH3:26])=[O:18])[CH:2]=[CH:3][CH:4]=[CH:5][CH:6]=1. Procedure: A solution of 40 g., of 3-phenyl-7-benzofuranacetic acid in 400 ml. of ethanol and 40 ml. of sulfuric acid is heated under reflux for four hours. The solution is partially concentrated under reduced pressure, poured onto ice and extracted with ether. The ether is washed, dried and concentrated and the residue distilled to give ethyl 3-phenyl-7-benzofuranacetate, b.p. 187°-189°/0.12 mm. Reactants: CCCCc1cc2cc(OC)ccc2c(Oc2ccc(C=O)cc2)c1-c1ccccc1, CCOC(=O)CP(=O)(OCC)OCC, [Li]CCCC. Yields the product CCCCc1cc2cc(OC)ccc2c(Oc2ccc(C=CC(=O)OCC)cc2)c1-c1ccccc1. As a reaction SMILES: [CH2:1]([CH2:2][CH2:3][CH3:4])[c:5]1[c:6](-[c:26]2[cH:27][cH:28][cH:29][cH:30][cH:31]2)[c:7]([O:17][c:18]2[cH:19][cH:20][c:21]([CH:22]=[O:23])[cH:24][cH:25]2)[c:8]2[cH:9][cH:10][c:11]([O:15][CH3:16])[cH:12][c:13]2[cH:14]1.[CH3:32][CH2:33][O:34][C:35](=[O:36])[CH2:37][P:38]([O:39][CH2:40][CH3:41])([O:42][CH2:43][CH3:44])=[O:45].[CH3:46][CH2:47][CH2:48][CH2:49][Li:50]>>[CH2:1]([CH2:2][CH2:3][CH3:4])[c:5]1[c:6](-[c:26]2[cH:27][cH:28][cH:29][cH:30][cH:31]2)[c:7]([O:17][c:18]2[cH:19][cH:20][c:21]([CH:22]=[CH:37][C:35]([O:34][CH2:33][CH3:32])=[O:36])[cH:24][cH:25]2)[c:8]2[cH:9][cH:10][c:11]([O:15][CH3:16])[cH:12][c:13]2[cH:14]1. Starting materials: CC(C)(C)OC(=O)Nc1ccc(-n2cccc2)cc1NC(=O)CC(=O)c1cccc(-c2ccccn2)c1, ClCCl, O=C(O)C(F)(F)F. Product: O=C1CC(c2cccc(-c3ccccn3)c2)=Nc2ccc(-n3cccc3)cc2N1. Reaction SMILES: [C:1]([O:2][C:3](=[O:4])[NH:7][c:8]1[c:9]([NH:19][C:20]([CH2:21][C:22](=[O:5])[c:23]2[cH:24][c:25](-[c:29]3[n:30][cH:31][cH:32][cH:33][cH:34]3)[cH:26][cH:27][cH:28]2)=[O:36])[cH:10][c:11](-[n:14]2[cH:15][cH:16][cH:17][cH:18]2)[cH:12][cH:13]1)([CH3:6])([CH3:35])[CH3:37].[Cl:45][CH2:46][Cl:47].[F:38][C:39]([F:40])([F:41])[C:42]([OH:43])=[O:44]>>[N:7]1=[C:22]([c:23]2[cH:24][c:25](-[c:29]3[n:30][cH:31][cH:32][cH:33][cH:34]3)[cH:26][cH:27][cH:28]2)[CH2:21][C:20](=[O:36])[NH:19][c:9]2[c:8]1[cH:13][cH:12][c:11](-[n:14]1[cH:15][cH:16][cH:17][cH:18]1)[cH:10]2. The reactants are C1=CC=CC=2C(C3=C(C=CC21)C=CC=C3)=C3CCN(CC3)C(C=CC3=C(C=C(C=C3)OC)OC)=O (4-(5H-Dibenzo[a,d]cyclohepten-5-ylidene)-1-(2,4-dimethoxycinnamoyl)piperidine), [Li] (lithium), [H-] (hydride). The product is C1=CC=CC=2C(C3=C(C=CC21)C=CC=C3)=C3CCN(CC3)CC=CC3=C(C=C(C=C3)OC)OC (4-(5H-Dibenzo[a,d]cyclohepten-5-ylidene)-1-(2,4-dimethoxycinnamyl)piperidin). Yield: 12.3%. RXN SMILES: [CH:1]1[C:11]2[CH:10]=[CH:9][C:8]3[CH:12]=[CH:13][CH:14]=[CH:15][C:7]=3[C:6](=[C:16]3[CH2:21][CH2:20][N:19]([C:22](=O)[CH:23]=[CH:24][C:25]4[CH:30]=[CH:29][C:28]([O:31][CH3:32])=[CH:27][C:26]=4[O:33][CH3:34])[CH2:18][CH2:17]3)[C:5]=2[CH:4]=[CH:3][CH:2]=1.[Li].[H-]>>[CH:12]1[C:8]2[CH:9]=[CH:10][C:11]3[CH:1]=[CH:2][CH:3]=[CH:4][C:5]=3[C:6](=[C:16]3[CH2:17][CH2:18][N:19]([CH2:22][CH:23]=[CH:24][C:25]4[CH:30]=[CH:29][C:28]([O:31][CH3:32])=[CH:27][C:26]=4[O:33][CH3:34])[CH2:20][CH2:21]3)[C:7]=2[CH:15]=[CH:14][CH:13]=1 |^1:35|. Procedure: 4-(5H-Dibenzo[a,d]cyclohepten-5-ylidene)-1-(2,4-dimethoxycinnamoyl)piperidine was reduced with lithium alminium hydride. Yield 12.3% Reaction SMILES: [CH3:1][C@H:2]1[N:7]([CH3:8])[CH2:6][CH2:5][N:4](C(OC(C)(C)C)=O)[CH2:3]1.[ClH:16]>O1CCOCC1>[ClH:16].[ClH:16].[CH3:8][N:7]1[CH2:6][CH2:5][NH:4][CH2:3][C@H:2]1[CH3:1] |f:3.4.5|. The product is Cl.Cl.CN1[C@@H](CNCC1)C ((2R)-1,2-dimethylpiperazine dihydrochloride). Reaction conditions: time 8 hour. Procedure: 1,1-Dimethylethyl (3R)-3,4-dimethyl-1-piperazinecarboxylate (2.70 g, 12.6 mmol) in 1N HCl (25 mL) was stirred overnight. Then 4M HCl in 1,4-dioxane (25 mL) was added and the reaction was left to stir overnight. The volatiles were removed in vacuo to provide (2R)-1,2-dimethylpiperazine dihydrochloride as a white solid (2.53 g). LCMS: (M+H)+=115.1. Reactants: C[C@@H]1CN(CCN1C)C(=O)OC(C)(C)C (1,1-Dimethylethyl (3R)-3,4-dimethyl-1-piperazinecarboxylate), Cl (HCl), Cl (HCl). The solvent is O1CCOCC1 (1,4-dioxane). The reactants are CCc1nc(I)cn1CCN, O=CCCc1cc(F)cc(F)c1F. Product: CCc1nc(I)c2n1CCNC2CCc1cc(F)cc(F)c1F. RXN SMILES: [CH2:1]([CH3:2])[c:3]1[n:4]([CH2:9][CH2:10][NH2:11])[cH:5][c:6]([I:8])[n:7]1.[F:12][c:13]1[c:14]([CH2:21][CH2:22][CH:23]=[O:24])[cH:15][c:16]([F:20])[cH:17][c:18]1[F:19]>>[CH2:1]([CH3:2])[c:3]1[n:4]2[c:5]([c:6]([I:8])[n:7]1)[CH:23]([CH2:22][CH2:21][c:14]1[c:13]([F:12])[c:18]([F:19])[cH:17][c:16]([F:20])[cH:15]1)[NH:11][CH2:10][CH2:9]2. As a reaction SMILES: [CH3:32][OH:33].[CH:28]([Cl:29])([Cl:30])[Cl:31].[NH2:1][CH:2]1[CH2:3][N:4]([c:8]2[c:9]([F:27])[cH:10][c:11]3[c:12](=[O:26])[c:13]([C:23](=[O:24])[OH:25])[cH:14][n:15]([CH:20]4[CH2:21][CH2:22]4)[c:16]3[c:17]2[O:18][CH3:19])[CH2:5][CH2:6][CH2:7]1>>[ClH:29].[NH2:1][CH:2]1[CH2:3][N:4]([c:8]2[c:9]([F:27])[cH:10][c:11]3[c:12](=[O:26])[c:13]([C:23](=[O:24])[OH:25])[cH:14][n:15]([CH:20]4[CH2:21][CH2:22]4)[c:16]3[c:17]2[O:18][CH3:19])[CH2:5][CH2:6][CH2:7]1. Product: Cl, COc1c(N2CCCC(N)C2)c(F)cc2c(=O)c(C(=O)O)cn(C3CC3)c12. Reactants: CO, ClC(Cl)Cl, COc1c(N2CCCC(N)C2)c(F)cc2c(=O)c(C(=O)O)cn(C3CC3)c12. The reactants are CSc1c(CC(=O)OC(C)C)cc(C)c2c3ccccc3n(Cc3ccccc3)c12, O=C(OO)c1cccc(Cl)c1, O. Yields the product Cc1cc(CC(=O)OC(C)C)c(S(C)=O)c2c1c1ccccc1n2Cc1ccccc1. Reaction SMILES: [CH2:12]([c:13]1[cH:14][cH:15][cH:16][cH:17][cH:18]1)[n:19]1[c:20]2[cH:21][cH:22][cH:23][cH:24][c:25]2[c:26]2[c:27]([CH3:41])[cH:28][c:29]([CH2:34][C:35](=[O:36])[O:37][CH:38]([CH3:39])[CH3:40])[c:30]([S:32][CH3:33])[c:31]12.[Cl:1][c:2]1[cH:3][cH:4][cH:5][c:6]([C:7]([O:8][OH:10])=[O:9])[cH:11]1.[OH2:42]>>[O:9]=[S:32]([c:30]1[c:29]([CH2:34][C:35](=[O:36])[O:37][CH:38]([CH3:39])[CH3:40])[cH:28][c:27]([CH3:41])[c:26]2[c:25]3[c:20]([n:19]([CH2:12][c:13]4[cH:14][cH:15][cH:16][cH:17][cH:18]4)[c:31]21)[cH:21][cH:22][cH:23][cH:24]3)[CH3:33]. Starting materials: C(CC)=O (propionaldehyde), COCC[C@H]1CN(CCN1)C1=NC2=C(NC=3SC(=NC13)C(F)(F)F)C=CC=C2 ((S)-10-[3-(2-methoxy-ethyl)-piperazin-1-yl]-2-trifluoromethyl-4H-3-thia-1,4,9-triaza-benzo[f]azulene), C(C)(=O)O[BH-](OC(C)=O)OC(C)=O.[Na+] (sodium triacetoxyborohydride). Run in ClC(C)Cl (dichloroethane). Product: COCC[C@H]1CN(CCN1CCC)C1=NC2=C(NC=3SC(=NC13)C(F)(F)F)C=CC=C2 ((S)-10-[3-(2-Methoxy-ethyl)-4-propyl-piperazin-1-yl]-2-trifluoromethyl-4H-3-thia-1,4,9-triaza-benzo[f]azulene). The yield is 73.8%. As a reaction SMILES: C(O[BH-](OC(=O)C)OC(=O)C)(=O)C.[Na+].[CH:15](=O)[CH2:16][CH3:17].[CH3:19][O:20][CH2:21][CH2:22][C@@H:23]1[NH:28][CH2:27][CH2:26][N:25]([C:29]2[C:38]3[N:37]=[C:36]([C:39]([F:42])([F:41])[F:40])[S:35][C:34]=3[NH:33][C:32]3[CH:43]=[CH:44][CH:45]=[CH:46][C:31]=3[N:30]=2)[CH2:24]1>ClC(Cl)C>[CH3:19][O:20][CH2:21][CH2:22][C@@H:23]1[N:28]([CH2:15][CH2:16][CH3:17])[CH2:27][CH2:26][N:25]([C:29]2[C:38]3[N:37]=[C:36]([C:39]([F:41])([F:42])[F:40])[S:35][C:34]=3[NH:33][C:32]3[CH:43]=[CH:44][CH:45]=[CH:46][C:31]=3[N:30]=2)[CH2:24]1 |f:0.1|. Procedure details: Add sodium triacetoxyborohydride (0.273 g, 1.29 mmol), and then propionaldehyde (0.083 mL, 1.15 mmol) to (S)-10-[3-(2-methoxy-ethyl)-piperazin-1-yl]-2-trifluoromethyl-4H-3-thia-1,4,9-triaza-benzo[f]azulene (0.353 g, 0.858 mmol) in anhydrous dichloroethane (15 mL) and stir at ambient temperature overnight. Add saturated aqueous sodium bicarbonate and extract aqueous phase with dichloromethane. Wash organics with saturated aqueous sodium chloride, and dry (sodium sulfate), filter, and concentrate ...